Dataset: the Open Reaction Database (ORD), a public repository of structured organic reaction records. Task: describe an organic reaction: reactants, conditions, products, and yield Reactants: [H-].[Na+] (sodium hydride), CI (methyl iodide), C(C)(=O)OCC (ethyl acetate), BrC=1C=C(C=CC1OC)CO ((3-bromo-4-methoxy-phenyl)-methanol), CI (methyl iodide), [H-].[Na+] (sodium hydride). Run in hexanes, O (Water), O1CCCC1 (tetrahydrofuran). Run at time 5 minute. The product is BrC1=C(C=CC(=C1)COC)OC (2-bromo-1-methoxy-4-methoxymethyl-benzene). The yield is 88.0%. RXN SMILES: [Br:1][C:2]1[CH:3]=[C:4]([CH2:10][OH:11])[CH:5]=[CH:6][C:7]=1[O:8][CH3:9].[H-].[Na+].CI.[C:16](OCC)(=O)C>O1CCCC1.O>[Br:1][C:2]1[CH:3]=[C:4]([CH2:10][O:11][CH3:16])[CH:5]=[CH:6][C:7]=1[O:8][CH3:9] |f:1.2|. Reported procedure: To a solution of (3-bromo-4-methoxy-phenyl)-methanol (500 mg, 2.304 mmol, example 28) in tetrahydrofuran (5 mL) cooled to 0° C. was added sodium hydride (70 mg, 2.765 mmol). After 5 min, methyl iodide (287 μL, 4.608 mmol) was added. The reaction was then stirred at room temperature for 30 min. Thin layer chromatography (KP-Sil™ 32-63 μm, 60 Å silica gel, 40% ethyl acetate in hexanes) showed a mixture of starting material and product (higher Rf spot). Additional sodium hydride (58 mg) and methyl ... The reactants are CC(=O)OC(C)=O, O=C(O)C1CCNCC1, O. The product is CC(=O)N1CCC(C(=O)O)CC1. Reaction SMILES: [CH3:10][C:11](=[O:12])[O:13][C:14](=[O:15])[CH3:16].[NH:1]1[CH2:2][CH2:3][CH:4]([C:5](=[O:6])[OH:7])[CH2:8][CH2:9]1.[OH2:17]>>[N:1]1([C:11]([CH3:10])=[O:12])[CH2:2][CH2:3][CH:4]([C:5](=[O:6])[OH:7])[CH2:8][CH2:9]1. Reactants: COC(C(C)(C)C=1N=C(C=2N(C1)C(N(N2)C(C)(C)C)=O)Cl)=O (2-(2-tert-butyl-8-chloro-3-oxo-2,3-dihydro-[1,2,4]triazolo[4,3-a]pyrazin-6-yl)-2-methyl-propionic acid methyl ester), C(C)(C)N (isopropylamine). Solvent: C1CCOC1 (THF), O (water). The product is COC(C(C)(C)C=1N=C(C=2N(C1)C(N(N2)C(C)(C)C)=O)NC(C)C)=O (2-(2-tert-butyl-8-isopropylamino-3-oxo-2,3-dihydro-[1,2,4]triazolo[4,3-a]pyrazin-6-yl)-2-methyl-propionic acid methyl ester). As a reaction SMILES: [CH3:1][O:2][C:3](=[O:22])[C:4]([C:7]1[N:8]=[C:9](Cl)[C:10]2[N:11]([C:13](=[O:20])[N:14]([C:16]([CH3:19])([CH3:18])[CH3:17])[N:15]=2)[CH:12]=1)([CH3:6])[CH3:5].[CH:23]([NH2:26])([CH3:25])[CH3:24]>C1COCC1.O>[CH3:1][O:2][C:3](=[O:22])[C:4]([C:7]1[N:8]=[C:9]([NH:26][CH:23]([CH3:25])[CH3:24])[C:10]2[N:11]([C:13](=[O:20])[N:14]([C:16]([CH3:19])([CH3:18])[CH3:17])[N:15]=2)[CH:12]=1)([CH3:6])[CH3:5]. Procedure details: A solution of 215 mg of 2-(2-tert-butyl-8-chloro-3-oxo-2,3-dihydro-[1,2,4]triazolo[4,3-a]pyrazin-6-yl)-2-methyl-propionic acid methyl ester and 388 mg of isopropylamine in THF (5.0 mL) was heated at reflux for 2 h. The reaction mixture was cooled to ambient temperature, diluted with water and extracted with EtOAc. The organic extract was dried over sodium sulfate, filtered, and concentrated to provide 2-(2-tert-butyl-8-isopropylamino-3-oxo-2,3-dihydro-[1,2,4]triazolo[4,3-a]pyrazin-6-yl)-2-methyl... Starting materials: C(C)OC(CC1=CC=C(C(=O)O)C=C1)C(=O)OCC(Cl)(Cl)Cl (4-[2-ethoxy-2-(2,2,2-trichloro-ethoxy carbonyl)-ethyl]-benzoic acid), OCC1=CC=C(C=C1)OS(=O)(=O)C (methanesulfonic acid 4-hydroxymethyl-phenyl ester), C(C1=CC=CC=C1)OC(C(CC1=CC(=C(C=C1)OC(CC=1N=C(OC1C)C1=CC=CC=C1)=O)CC1=CC=CC=C1)OCC)=O (3-{3-benzyl-4-[2-(5-methyl-2-phenyl-oxazol-4-yl)-acetoxy]-phenyl}-2-ethoxy-propionic acid benzyl ester). Yields the product CS(=O)(=O)OC1=CC=C(COC(C2=CC=C(C=C2)CC(C(=O)OCC(Cl)(Cl)Cl)OCC)=O)C=C1 (4-[2-Ethoxy-2-(2,2,2-trichloro-ethoxycarbonyl)-ethyl]-benzoic acid 4-methane sulfonyloxy-benzyl ester). The yield is 47.0%. As a reaction SMILES: [CH2:1]([O:3][CH:4]([C:15]([O:17][CH2:18][C:19]([Cl:22])([Cl:21])[Cl:20])=[O:16])[CH2:5][C:6]1[CH:14]=[CH:13][C:9]([C:10]([OH:12])=[O:11])=[CH:8][CH:7]=1)[CH3:2].O[CH2:24][C:25]1[CH:30]=[CH:29][C:28]([O:31][S:32]([CH3:35])(=[O:34])=[O:33])=[CH:27][CH:26]=1.C(OC(=O)C(OCC)CC1C=CC(OC(=O)CC2N=C(C3C=CC=CC=3)OC=2C)=C(CC2C=CC=CC=2)C=1)C1C=CC=CC=1>>[CH3:35][S:32]([O:31][C:28]1[CH:29]=[CH:30][C:25]([CH2:24][O:11][C:10](=[O:12])[C:9]2[CH:13]=[CH:14][C:6]([CH2:5][CH:4]([O:3][CH2:1][CH3:2])[C:15]([O:17][CH2:18][C:19]([Cl:20])([Cl:21])[Cl:22])=[O:16])=[CH:7][CH:8]=2)=[CH:26][CH:27]=1)(=[O:34])=[O:33]. Procedure: The title compound was prepared from 4-[2-ethoxy-2-(2,2,2-trichloro-ethoxy carbonyl)-ethyl]-benzoic acid (0.032 g, 0.087 mmol) and methanesulfonic acid 4-hydroxymethyl-phenyl ester (0.018 g, 0.09 mmol) in the same manner as described for 3-{3-benzyl-4-[2-(5-methyl-2-phenyl-oxazol-4-yl)-acetoxy]-phenyl}-2-ethoxy-propionic acid benzyl ester. The crude product was purified by column chromatography using n-heptane/EtOAc (2:3) as the eluent to afford the title compound as a solid (0.023, 47%). 1H NMR... Starting materials: NCCO (2-amino-ethanol), COC(=O)C1=NN(C=C1NC(=O)C1=NC(=CC=C1NC=1C=NC=NC1)C1CC1)C (4-{[6-cyclopropyl-3-(pyrimidin-5-ylamino)-pyridine-2-carbonyl]-amino}-1-methyl-1H-pyrazole-3-carboxylic acid methyl ester). The product is OCCNC(=O)C1=NN(C=C1NC(=O)C1=NC(=CC=C1NC=1C=NC=NC1)C1CC1)C (6-Cyclopropyl-3-(pyrimidin-5-ylamino)-pyridine-2-carboxylic acid [3-(2-hydroxy-ethylcarbamoyl)-1-methyl-1H-pyrazol-4-yl]-amide). The yield is 6.0%. As a reaction SMILES: [NH2:1][CH2:2][CH2:3][OH:4].C[O:6][C:7]([C:9]1[C:13]([NH:14][C:15]([C:17]2[C:22]([NH:23][C:24]3[CH:25]=[N:26][CH:27]=[N:28][CH:29]=3)=[CH:21][CH:20]=[C:19]([CH:30]3[CH2:32][CH2:31]3)[N:18]=2)=[O:16])=[CH:12][N:11]([CH3:33])[N:10]=1)=O>>[OH:4][CH2:3][CH2:2][NH:1][C:7]([C:9]1[C:13]([NH:14][C:15]([C:17]2[C:22]([NH:23][C:24]3[CH:25]=[N:26][CH:27]=[N:28][CH:29]=3)=[CH:21][CH:20]=[C:19]([CH:30]3[CH2:32][CH2:31]3)[N:18]=2)=[O:16])=[CH:12][N:11]([CH3:33])[N:10]=1)=[O:6]. Procedure: According to the general method described in step 5 of example 27, reaction of 2-amino-ethanol with 4-{[6-cyclopropyl-3-(pyrimidin-5-ylamino)-pyridine-2-carbonyl]-amino}-1-methyl-1H-pyrazole-3-carboxylic acid methyl ester provided the title compound (6%) as amorphous yellow solid. Reactants: ClC=1N=C(C2=C(N1)CCS2)Cl (2,4-dichloro-6,7-dihydro-thieno[3,2-d]pyrimidine), C(C)(C)N(CC)C(C)C (diisopropylethylamine), N[C@@H](CO)C(C)C ((R)-(−)-2-amino-3-methyl-1-butanol). Run in O1CCOCC1 (dioxane). Reaction conditions: temperature 100 celsius. The product is ClC=1N=C(C2=C(N1)CCS2)N[C@@H](CO)C(C)C ((R)-2-(2-chloro-6,7-dihydro-thieno[3,2-d]pyrimidin-4-ylamino)-3-methyl-butan-1-ol). Reaction SMILES: [Cl:1][C:2]1[N:3]=[C:4](Cl)[C:5]2[S:10][CH2:9][CH2:8][C:6]=2[N:7]=1.C(N(C(C)C)CC)(C)C.[NH2:21][C@H:22]([CH:25]([CH3:27])[CH3:26])[CH2:23][OH:24]>O1CCOCC1>[Cl:1][C:2]1[N:3]=[C:4]([NH:21][C@H:22]([CH:25]([CH3:27])[CH3:26])[CH2:23][OH:24])[C:5]2[S:10][CH2:9][CH2:8][C:6]=2[N:7]=1. Procedure: 7.2 g 2,4-dichloro-6,7-dihydro-thieno[3,2-d]pyrimidine (II) are placed in 36 ml dioxane, then 18 ml diisopropylethylamine and then 6.1 g (R)-(−)-2-amino-3-methyl-1-butanol are added. The reaction mixture is heated to 100° C. until there is no further reaction and after cooling it is evaporated down. The residue is treated with petroleum ether/ethyl acetate 9:1 in the ultrasound bath and the solid is suction filtered and dried. 8.3 g (III-2) are obtained as a solid. Analytical HPLC (method A): RT...